From a dataset of the Open Reaction Database (ORD), a public repository of structured organic reaction records. describe an organic reaction: reactants, conditions, products, and yield Starting materials: Cc1cc(N2CCC(O)C([Se]c3ccccc3)C2)nn2cnnc12, O=C1CCC(=O)N1Cl, ClCCl, C1CCC2=NCCCN2CC1. Product: Cc1cc(N2C=CC(O)CC2)nn2cnnc12. Reaction SMILES: [CH3:1][c:2]1[c:3]2[n:4]([n:5][c:6]([N:8]3[CH2:9][CH:10]([Se:15][c:16]4[cH:17][cH:18][cH:19][cH:20][cH:21]4)[CH:11]([OH:14])[CH2:12][CH2:13]3)[cH:7]1)[cH:22][n:23][n:24]2.[Cl:25][N:26]1[C:27](=[O:28])[CH2:29][CH2:30][C:31]1=[O:32].[Cl:44][CH2:45][Cl:46].[N:33]12[CH2:34][CH2:35][CH2:36][N:37]=[C:38]1[CH2:39][CH2:40][CH2:41][CH2:42][CH2:43]2>>[CH3:1][c:2]1[c:3]2[n:4]([n:5][c:6]([N:8]3[CH:9]=[CH:10][CH:11]([OH:14])[CH2:12][CH2:13]3)[cH:7]1)[cH:22][n:23][n:24]2. The reactants are ClCCl, CCCCCC(=O)O, CN(C)c1ccncc1, C(=NC1CCCCC1)=NC1CCCCC1, O=C1OC(c2ccccc2)CN1c1ccc(O)cc1. The product is CCCCCC(=O)Oc1ccc(N2CC(c3ccccc3)OC2=O)cc1. Reaction SMILES: [CH2:52]([Cl:53])[Cl:54].[CH3:20][CH2:21][CH2:22][CH2:23][CH2:24][C:25]([OH:26])=[O:27].[CH3:43][N:44]([CH3:45])[c:46]1[cH:47][cH:48][n:49][cH:50][cH:51]1.[CH:28]1([N:29]=[C:30]=[N:31][CH:32]2[CH2:33][CH2:34][CH2:35][CH2:36][CH2:37]2)[CH2:38][CH2:39][CH2:40][CH2:41][CH2:42]1.[OH:1][c:2]1[cH:3][cH:4][c:5]([N:8]2[C:9](=[O:19])[O:10][CH:11]([c:13]3[cH:14][cH:15][cH:16][cH:17][cH:18]3)[CH2:12]2)[cH:6][cH:7]1>>[O:1]([c:2]1[cH:3][cH:4][c:5]([N:8]2[C:9](=[O:19])[O:10][CH:11]([c:13]3[cH:14][cH:15][cH:16][cH:17][cH:18]3)[CH2:12]2)[cH:6][cH:7]1)[C:25]([CH2:24][CH2:23][CH2:22][CH2:21][CH3:20])=[O:26]. Starting materials: ClCCl, Cc1cnc(NC(=O)C2(c3ccc4c(c3)OC(F)(F)O4)CC2)cc1-c1cccc(C(=O)OC(C)(C)C)c1, O=C(O)C(F)(F)F. RXN SMILES: [Cl:45][CH2:46][Cl:47].[F:1][C:2]1([F:37])[O:3][c:4]2[c:5]([cH:7][cH:8][c:9]([C:11]3([C:14](=[O:15])[NH:16][c:17]4[n:18][cH:19][c:20]([CH3:36])[c:21](-[c:23]5[cH:24][c:25]([C:26](=[O:27])[O:28][C:29]([CH3:30])([CH3:31])[CH3:32])[cH:33][cH:34][cH:35]5)[cH:22]4)[CH2:12][CH2:13]3)[cH:10]2)[O:6]1.[OH:38][C:39]([C:40]([F:41])([F:42])[F:43])=[O:44]>>[F:1][C:2]1([F:37])[O:3][c:4]2[c:5]([cH:7][cH:8][c:9]([C:11]3([C:14](=[O:15])[NH:16][c:17]4[n:18][cH:19][c:20]([CH3:36])[c:21](-[c:23]5[cH:24][c:25]([C:26](=[O:27])[OH:28])[cH:33][cH:34][cH:35]5)[cH:22]4)[CH2:12][CH2:13]3)[cH:10]2)[O:6]1. The product is Cc1cnc(NC(=O)C2(c3ccc4c(c3)OC(F)(F)O4)CC2)cc1-c1cccc(C(=O)O)c1. Reactants: CC1NC(CC(C1)C1=NC=C2C(N1)=CC=N2)C2=CC=C(C=C2)C2=CC=CC=C2 (2-methyl-6-(4-phenylphenyl)-4-piperidyl pyrrolo[3,2-d]pyrimidine), CCOC(=O)C (EtOAc), Cl (HCl). The solvent is CO (MeOH). Product: O.Cl.CC1NC(CC(C1)C1=NC=C2C(N1)=CC=N2)C2=CC=C(C=C2)C2=CC=CC=C2 (2-Methyl-6-(4-phenylphenyl)-4-piperidylpyrrolo[3,2-d]pyrimidine Hydrochloride Monohydrate). Isolated yield 86.0%. As a reaction SMILES: [CH3:1][CH:2]1[CH2:7][CH:6]([C:8]2[NH:13][C:12]3=[CH:14][CH:15]=[N:16][C:11]3=[CH:10][N:9]=2)[CH2:5][CH:4]([C:17]2[CH:22]=[CH:21][C:20]([C:23]3[CH:28]=[CH:27][CH:26]=[CH:25][CH:24]=3)=[CH:19][CH:18]=2)[NH:3]1.CC[O:31]C(C)=O.[ClH:35]>CO>[OH2:31].[ClH:35].[CH3:1][CH:2]1[CH2:7][CH:6]([C:8]2[NH:13][C:12]3=[CH:14][CH:15]=[N:16][C:11]3=[CH:10][N:9]=2)[CH2:5][CH:4]([C:17]2[CH:22]=[CH:21][C:20]([C:23]3[CH:28]=[CH:27][CH:26]=[CH:25][CH:24]=3)=[CH:19][CH:18]=2)[NH:3]1 |f:4.5.6|. Procedure: Using the method described in Example 30 by employing [1-(4-phenylphenyl)vinyl]pyrrolidine (freshly prepared before use) (1.35 g, 5.42 mmol), 2-methyl-4,6-dichloro-5-nitropyrimidine (Example 76(b)) (1.21 g, 5.42 mmol), N,N-diisopropylethyl amine (Aldrich Chemical Company) (0.9 mL, 5.42 mmol), piperidine (Aldrich Chemical Company) (0.9 mL, 8.67 mmol), NEt3 (Aldrich Chemical Company) (1.0 mL) and SnCl2 (Aldrich Chemical Company) (16 mL of a 2M solution in DMF). The residue was purified by flash ch... The reactants are [NH4+].[Cl-] (NH4Cl), BrC1=NC=C(C=C1)Br (2,5-dibromopyridine), CC(C#N)C (2-methylpropanenitrile), C[Si](C)(C)[N-][Si](C)(C)C.[Na+] (NaHMDS). As a reaction SMILES: Br[C:2]1[CH:7]=[CH:6][C:5]([Br:8])=[CH:4][N:3]=1.[CH3:9][CH:10]([CH3:13])[C:11]#[N:12].C[Si]([N-][Si](C)(C)C)(C)C.[Na+].[NH4+].[Cl-]>C1(C)C=CC=CC=1>[Br:8][C:5]1[CH:6]=[CH:7][C:2]([C:10]([CH3:13])([CH3:9])[C:11]#[N:12])=[N:3][CH:4]=1 |f:2.3,4.5|. Product: BrC=1C=CC(=NC1)C(C#N)(C)C (2-(5-Bromopyridin-2-yl)-2-methylpropanenitrile). Solvent: C1(=CC=CC=C1)C (toluene). Procedure: To a solution of 2,5-dibromopyridine (5.0 g, 21 mmol) and 2-methylpropanenitrile (1.6 g, 23 mmol) in toluene (50 mL) under nitrogen was added NaHMDS (12 mL, 23 mmol, 2.0M in THF) dropwise at 0° C. The resulting solution was stirred at ambient temperature overnight before the addition of saturated aqueous NH4Cl (20 mL). The resulting mixture was extracted with EtOAc (3×30 mL). The combined organic layers were dried over sodium sulfate, filtered and concentrated in vacuo. The crude residue was pur... The reactants are NC(CN1N=CC(=C1C)C(=O)OC(C)(C)C)=S (tert-butyl 1-(2-amino-2-thioxoethyl)-5-methyl-1H-pyrazole-4-carboxylate), BrCC(=O)C1=CC(=CC=C1)C(F)(F)F (2-bromo-1-[3-(trifluoromethyl)phenyl]ethanone), tert-butyl ester. The product is CC1=C(C=NN1CC=1SC=C(N1)C1=CC(=CC=C1)C(F)(F)F)C(=O)O (5-methyl-1-({4-[3-(trifluoromethyl)phenyl]-1,3-thiazol-2-yl}methyl)-1H-pyrazole-4-carboxylic acid). The yield is 81.7%. RXN SMILES: [NH2:1][C:2](=[S:17])[CH2:3][N:4]1[C:8]([CH3:9])=[C:7]([C:10]([O:12]C(C)(C)C)=[O:11])[CH:6]=[N:5]1.Br[CH2:19][C:20]([C:22]1[CH:27]=[CH:26][CH:25]=[C:24]([C:28]([F:31])([F:30])[F:29])[CH:23]=1)=O>>[CH3:9][C:8]1[N:4]([CH2:3][C:2]2[S:17][CH:19]=[C:20]([C:22]3[CH:27]=[CH:26][CH:25]=[C:24]([C:28]([F:29])([F:30])[F:31])[CH:23]=3)[N:1]=2)[N:5]=[CH:6][C:7]=1[C:10]([OH:12])=[O:11]. Procedure: A reaction similar to Example 1c was performed using the compound (200 mg, 0.783 mmol) obtained in Example 11b and 2-bromo-1-[3-(trifluoromethyl)phenyl]ethanone (209 mg, 0.783 mmol). As a result, the title compound (235 mg, 81%) wherein tert-butyl ester was hydrolyzed by hydrobromic acid produced under the reaction conditions was obtained as colorless crystals. Starting materials: N[C@@H](CCCNC(N)=N)C(=O)N1[C@H](C(=O)N[C@@H](CCCCN)C(=O)N2[C@H](C(=O)N[C@@H](CCC(N)=O)C(=O)N[C@@H](CCC(N)=O)C(=O)N[C@@H](CC3=CC=CC=C3)C(=O)N[C@@H](CC3=CC=CC=C3)C(=O)NCC(=O)N[C@@H](CC(C)C)C(=O)N[C@@H](CCSC)C(=O)N)CCC2)CCC1 (H-Arg-Pro-Lys-Pro-Gln-Gln-Phe-Phe-Gly-Leu-Met-NH2), P(=O)([O-])([O-])[O-] (phosphate). Conditions: time 0.02 minute. The product is N[C@@H](CC(C)C)C(=O)O (Leucine). RXN SMILES: N[C@H](C(N1CCC[C@H]1C(N[C@H](C(N1CCC[C@H]1C(N[C@H](C(N[C@H](C(N[C@H](C(N[C@H](C(NCC([NH:73][C@H:74]([C:79](N[C@H](C(N)=O)CCSC)=[O:80])[CH2:75][CH:76]([CH3:78])[CH3:77])=O)=O)CC1C=CC=CC=1)=O)CC1C=CC=CC=1)=O)CCC(=O)N)=O)CCC(=O)N)=O)=O)CCCCN)=O)=O)CCCNC(=N)N.P([O-])([O-])([O-])=[O:97]>>[NH2:73][C@H:74]([C:79]([OH:80])=[O:97])[CH2:75][CH:76]([CH3:77])[CH3:78]. Reported procedure: The degradation of H-Arg-Pro-Lys-Pro-Gln-Gln-Phe-Phe-Gly-Leu-Met-NH2 (SEQ ID NO: 112) (˜7.4×10−5 M) in 50 mM phosphate buffer solutions of pH 7.4 containing carboxypeptidase A (1 U/ml) was studied as described above. The pseudo first-order rate constant for the degradation was estimated to 2.0×10−2 min−1 and the corresponding half-life calculated to 35 min as previously described. The reactants are ClC=1C=CC(=C(C1)C1=CC(N(C=C1C#N)C(C(=O)NC1=CC=C(C(=O)OC(C)(C)C)C=C1)C)=O)C(F)(F)F (tert-Butyl 4-[(2-{4-[5-chloro-2-(trifluoromethyl)phenyl]-5-cyano-2-oxopyridin-1(2H)-yl}propanoyl)amino]benzoate), C(=O)(C(F)(F)F)O (TFA). Yields the product ClC=1C=CC(=C(C1)C1=CC(N(C=C1C#N)C(C(=O)NC1=CC=C(C(=O)O)C=C1)C)=O)C(F)(F)F (4-[(2-{4-[5-Chloro-2-(trifluoromethyl)phenyl]-5-cyano-2-oxopyridin-1(2H)-yl}propanoyl)amino]benzoic acid). RXN SMILES: [Cl:1][C:2]1[CH:3]=[CH:4][C:5]([C:35]([F:38])([F:37])[F:36])=[C:6]([C:8]2[C:13]([C:14]#[N:15])=[CH:12][N:11]([CH:16]([CH3:33])[C:17]([NH:19][C:20]3[CH:32]=[CH:31][C:23]([C:24]([O:26]C(C)(C)C)=[O:25])=[CH:22][CH:21]=3)=[O:18])[C:10](=[O:34])[CH:9]=2)[CH:7]=1.C(O)(C(F)(F)F)=O>>[Cl:1][C:2]1[CH:3]=[CH:4][C:5]([C:35]([F:38])([F:36])[F:37])=[C:6]([C:8]2[C:13]([C:14]#[N:15])=[CH:12][N:11]([CH:16]([CH3:33])[C:17]([NH:19][C:20]3[CH:32]=[CH:31][C:23]([C:24]([OH:26])=[O:25])=[CH:22][CH:21]=3)=[O:18])[C:10](=[O:34])[CH:9]=2)[CH:7]=1. Procedure details: 124 mg (0.22 mmol) of tert-butyl 4-[(2-{4-[5-chloro-2-(trifluoromethyl)phenyl]-5-cyano-2-oxopyridin-1(2H)-yl}propanoyl)amino]benzoate (racemate) (Example 18.1E) were hydrolysed with TFA according to General Method 2. Yield: 85 mg (79% of theory)